From a dataset of the Open Reaction Database (ORD), a public repository of structured organic reaction records. describe an organic reaction: reactants, conditions, products, and yield Reactants: CC(C)(C)OC(=O)Nc1ccncc1N, ClCCl, CCOC(C)=O, CN(C)C=O, O=C(Cl)C(=O)Cl, [Na+], [Na+], C1CCOC1, [OH-], c1ccncc1, O=C([O-])c1ccc(-c2ccncc2)cc1. Product: CC(C)(C)OC(=O)Nc1ccncc1NC(=O)c1ccc(-c2ccncc2)cc1. RXN SMILES: [C:23]([CH3:24])([CH3:25])([CH3:26])[O:27][C:28](=[O:29])[NH:30][c:31]1[c:32]([NH2:37])[cH:33][n:34][cH:35][cH:36]1.[CH2:40]([Cl:41])[Cl:42].[CH3:48][CH2:49][O:50][C:51](=[O:52])[CH3:53].[CH3:60][N:61]([CH3:62])[CH:63]=[O:64].[Cl:17][C:18]([C:19]([Cl:20])=[O:21])=[O:22].[Na+:16].[Na+:39].[O:43]1[CH2:44][CH2:45][CH2:46][CH2:47]1.[OH-:38].[cH:54]1[cH:55][cH:56][n:57][cH:58][cH:59]1.[n:1]1[cH:2][cH:3][c:4](-[c:7]2[cH:8][cH:9][c:10]([C:11](=[O:12])[O-:13])[cH:14][cH:15]2)[cH:5][cH:6]1>>[n:1]1[cH:2][cH:3][c:4](-[c:7]2[cH:8][cH:9][c:10]([C:11](=[O:13])[NH:37][c:32]3[c:31]([NH:30][C:28]([O:27][C:23]([CH3:24])([CH3:25])[CH3:26])=[O:29])[cH:36][cH:35][n:34][cH:33]3)[cH:14][cH:15]2)[cH:5][cH:6]1. Reactants: ClC1=CC(=CC=C1)C(=O)OO (mCPBA), C(C(C)C)N (isobutylamine), ClC=1C=C(C=CC1)C1=NC(=NC(=C1C(=O)NCCCC1=CC=CC=C1)C)SC (4-(3-chlorophenyl)-6-methyl-2-(methylthio)-N-(3-phenylpropyl)-5-pyrimidinecarboxamide), S([O-])(O)=O.[Na+] (sodium bisulfite). Solvent: ClCCl (dichloromethane), ClCCl (dichloromethane). Conditions: temperature 0 celsius, time 6 hour. The product is ClC=1C=C(C=C(C1)Cl)C1=NC(=NC(=C1C(=O)NCCCC1=CC=CC=C1)C)NCC(C)C (4-(3,5-dichlorophenyl)-2-isobutylamino-6-methyl-N-(3-phenylpropyl)-5-pyrimidinecarboxamide). RXN SMILES: [Cl:1][C:2]1[CH:3]=[C:4]([C:8]2[C:13]([C:14]([NH:16][CH2:17][CH2:18][CH2:19][C:20]3[CH:25]=[CH:24][CH:23]=[CH:22][CH:21]=3)=[O:15])=[C:12]([CH3:26])[N:11]=[C:10](SC)[N:9]=2)[CH:5]=[CH:6][CH:7]=1.[Cl:29]C1C=CC=C(C(OO)=O)C=1.S(=O)(O)[O-].[Na+].[CH2:45]([NH2:49])[CH:46]([CH3:48])[CH3:47]>ClCCl>[Cl:1][C:2]1[CH:3]=[C:4]([C:8]2[C:13]([C:14]([NH:16][CH2:17][CH2:18][CH2:19][C:20]3[CH:25]=[CH:24][CH:23]=[CH:22][CH:21]=3)=[O:15])=[C:12]([CH3:26])[N:11]=[C:10]([NH:49][CH2:45][CH:46]([CH3:48])[CH3:47])[N:9]=2)[CH:5]=[C:6]([Cl:29])[CH:7]=1 |f:2.3|. Procedure details: 83.8 mg (0.203 mmol) of 4-(3-chlorophenyl)-6-methyl-2-(methylthio)-N-(3-phenylpropyl)-5-pyrimidinecarboxamide was dissolved in 5 ml of dichloromethane. 70.2 mg (0.407 mmol) of mCPBA (m-chloroperbenzoic acid) was added thereto at 0° C. and stirred at the same temperature for 6 hours. 1 ml of saturated aqueous sodium bisulfite solution was added thereto at the same temperature and stirred for 30 minutes heating to room temperature. After the reaction mixture was diluted with dichloromethane, the o...